This data is from the Open Reaction Database (ORD), a public repository of structured organic reaction records. The task is: describe an organic reaction: reactants, conditions, products, and yield The reactants are C1CCOC1, O, CC1(c2ccc(O)cc2)CSc2cc(O)ccc2C1CCCOc1ccc(OCCSCCCC(F)(F)C(F)(F)F)cc1. Product: CC1(c2ccc(O)cc2)CSc2cc(O)ccc2C1CCCOc1ccc(OCCS(=O)CCCC(F)(F)C(F)(F)F)cc1. RXN SMILES: [O:45]1[CH2:46][CH2:47][CH2:48][CH2:49]1.[OH2:44].[OH:1][c:2]1[cH:3][cH:4][c:5]2[c:10]([cH:11]1)[S:9][CH2:8][C:7]([CH3:12])([c:13]1[cH:14][cH:15][c:16]([OH:19])[cH:17][cH:18]1)[CH:6]2[CH2:20][CH2:21][CH2:22][O:23][c:24]1[cH:25][cH:26][c:27]([O:30][CH2:31][CH2:32][S:33][CH2:34][CH2:35][CH2:36][C:37]([C:38]([F:39])([F:40])[F:41])([F:42])[F:43])[cH:28][cH:29]1>>[OH:1][c:2]1[cH:3][cH:4][c:5]2[c:10]([cH:11]1)[S:9][CH2:8][C:7]([CH3:12])([c:13]1[cH:14][cH:15][c:16]([OH:19])[cH:17][cH:18]1)[CH:6]2[CH2:20][CH2:21][CH2:22][O:23][c:24]1[cH:25][cH:26][c:27]([O:30][CH2:31][CH2:32][S:33]([CH2:34][CH2:35][CH2:36][C:37]([C:38]([F:39])([F:40])[F:41])([F:42])[F:43])=[O:44])[cH:28][cH:29]1. The reactants are C(C)(=O)OCC (ethyl acetate), BrCC(=O)OCC (ethyl bromoacetate), C([O-])([O-])=O.[K+].[K+] (potassium carbonate), FC(CC(=O)N)(F)F.FC1=CC=C(C#N)C=C1 (2-trifluoromethylacetamide 4-fluorobenzonitrile). Run in CN(C=O)C (dimethylformamide). Yields the product C(=O)(OCC)CNC1=C(C#N)C=CC(=C1)F (2-(Carbethoxy)methylamino-4-fluorobenzonitrile). Isolated yield 115.1%. As a reaction SMILES: [F:1][C:2](F)(F)[CH2:3][C:4]([NH2:6])=O.FC1[CH:17]=[CH:16][C:13]([C:14]#[N:15])=CC=1.Br[CH2:19][C:20]([O:22][CH2:23][CH3:24])=[O:21].C(=O)([O-])[O-].[K+].[K+].C(OCC)(=O)C>CN(C)C=O>[C:20]([CH2:19][NH:6][C:4]1[CH:3]=[C:2]([F:1])[CH:17]=[CH:16][C:13]=1[C:14]#[N:15])([O:22][CH2:23][CH3:24])=[O:21] |f:0.1,3.4.5|. Procedure details: Dissolve the 2-trifluoromethylacetamide-4-fluorobenzonitrile (1 g, 4.3 mmol) in dimethylformamide (4 mL) under an atmosphere of nitrogen. Add ethyl bromoacetate (0.954 mL, 8.6 mmol), potassium carbonate (1.1 g, 8.6 mmol) and heat to 50° C. for 2.5 hours. Dilute the reaction with ethyl acetate and rinse the organic phase with water. Dry the organic phase, filter and concentrate in vacuo to yield the title compound (1.1 g). The reactants are CC(=O)Nc1ccc2c(c1)CCCC2=O, CCOC(C)=O, C1CCOC1, O. The product is CC(=O)N(C)c1ccc2c(c1)CCCC2=O. Reaction SMILES: [C:1]([CH3:2])(=[O:3])[NH:4][c:5]1[cH:6][c:7]2[c:12]([cH:13][cH:14]1)[C:11](=[O:15])[CH2:10][CH2:9][CH2:8]2.[CH3:17][CH2:18][O:19][C:20](=[O:21])[CH3:22].[O:23]1[CH2:24][CH2:25][CH2:26][CH2:27]1.[OH2:16]>>[C:1]([CH3:2])(=[O:3])[N:4]([c:5]1[cH:6][c:7]2[c:12]([cH:13][cH:14]1)[C:11](=[O:15])[CH2:10][CH2:9][CH2:8]2)[CH3:17]. Procedure details: Valine ethyl ester (0.0028 mol) in 10 ml acetonitrile was reacted with dimethylthiocarbamoyl chloride (0.0056 mol) at 50° C. for 2 hours. Solvent acetonitrile was removed by rotary evaporation. Trifluoroacetic acid (10 ml) was added and the mixture stirred at room temperature for 15 min. The trifluoroacetic acid was removed by rotary evaporation. The residue was dissolved in water and analyzed by FAB/MS. The expected product, dimethylthiocarbamoyl valine (MH+=205), was obtained. The solvent is C(C)#N (acetonitrile). RXN SMILES: C([O:3][C:4](=[O:10])[C@H:5]([CH:7]([CH3:9])[CH3:8])[NH2:6])C.[CH3:11][N:12]([CH3:16])[C:13](Cl)=[S:14]>C(#N)C>[CH3:11][N:12]([CH3:16])[C:13]([NH:6][C@H:5]([C:4]([OH:3])=[O:10])[CH:7]([CH3:9])[CH3:8])=[S:14]. The product is expected product, CN(C(=S)N[C@@H](C(C)C)C(=O)O)C (dimethylthiocarbamoyl valine). Conditions: time 15 minute. Starting materials: C(C)OC([C@@H](N)C(C)C)=O (Valine ethyl ester), CN(C(=S)Cl)C (dimethylthiocarbamoyl chloride).